Dataset: the Open Reaction Database (ORD), a public repository of structured organic reaction records. Task: describe an organic reaction: reactants, conditions, products, and yield The reactants are CC1C(N(CC1)C1=NN(C=C1)C)=O (3-methyl-1-(1-methyl-1H-pyrazol-3-yl)pyrrolidin-2-one), [N+](=O)(O)[O-] (nitric acid), C(O)([O-])=O.[Na+] (sodium hydrogen carbonate), ice water. Run in C(C)(=O)OC(C)=O (acetic anhydride). Product: CC1C(N(CC1)C1=NN(C=C1[N+](=O)[O-])C)=O (3-methyl-1-(1-methyl-4-nitro-1H-pyrazol-3-yl)pyrrolidin-2-one). Reaction SMILES: [CH3:1][CH:2]1[CH2:6][CH2:5][N:4]([C:7]2[CH:11]=[CH:10][N:9]([CH3:12])[N:8]=2)[C:3]1=[O:13].[N+:14]([O-])([OH:16])=[O:15].C(=O)([O-])O.[Na+]>C(OC(=O)C)(=O)C>[CH3:1][CH:2]1[CH2:6][CH2:5][N:4]([C:7]2[C:11]([N+:14]([O-:16])=[O:15])=[CH:10][N:9]([CH3:12])[N:8]=2)[C:3]1=[O:13] |f:2.3|. Procedure: To a solution of 3-methyl-1-(1-methyl-1H-pyrazol-3-yl)pyrrolidin-2-one (97 mg) in acetic anhydride (1.2 mL) was added fuming nitric acid (45 μL) under ice-cooling, and the mixture was stirred under ice-cooling for 1.5 hr. The reaction mixture was poured into ice water, and the mixture was neutralized with saturated aqueous sodium hydrogen carbonate solution, and extracted with ethyl acetate. The extract was washed with saturated brine, and dried over anhydrous magnesium sulfate, and the solvent ... Reactants: C, CCO, O=C(Nc1ccc(Oc2ccnc(NC(=O)N3CCC(N4CCCC4)CC3)c2)cc1F)OCc1ccccc1, C1CCOC1, [Pd]. Yields the product Nc1ccc(Oc2ccnc(NC(=O)N3CCC(N4CCCC4)CC3)c2)cc1F. Reaction SMILES: [C:48].[CH3:40][CH2:41][OH:42].[F:1][c:2]1[c:3]([NH:29][C:30](=[O:31])[O:32][CH2:33][c:34]2[cH:35][cH:36][cH:37][cH:38][cH:39]2)[cH:4][cH:5][c:6]([O:8][c:9]2[cH:10][c:11]([NH:15][C:16](=[O:17])[N:18]3[CH2:19][CH2:20][CH:21]([N:24]4[CH2:25][CH2:26][CH2:27][CH2:28]4)[CH2:22][CH2:23]3)[n:12][cH:13][cH:14]2)[cH:7]1.[O:43]1[CH2:44][CH2:45][CH2:46][CH2:47]1.[Pd:49]>>[F:1][c:2]1[c:3]([NH2:29])[cH:4][cH:5][c:6]([O:8][c:9]2[cH:10][c:11]([NH:15][C:16](=[O:17])[N:18]3[CH2:19][CH2:20][CH:21]([N:24]4[CH2:25][CH2:26][CH2:27][CH2:28]4)[CH2:22][CH2:23]3)[n:12][cH:13][cH:14]2)[cH:7]1. Reactants: O=O (oxygen), O=C1C(O)=C(O)[C@H](O1)[C@@H](O)CO (ascorbic acid). Product: C1(=CC=CC=C1)O (phenol), O=C1C(O)=C(O)[C@H](O1)[C@@H](O)CO (ascorbic acid). As a reaction SMILES: O=O.[O:3]=[C:4]1[O:10][C@H:9]([C@H:11]([CH2:13][OH:14])[OH:12])[C:7]([OH:8])=[C:5]1[OH:6]>>[C:5]1([OH:6])[CH:4]=[CH:13][CH:11]=[CH:9][CH:7]=1.[O:3]=[C:4]1[O:10][C@H:9]([C@H:11]([CH2:13][OH:14])[OH:12])[C:7]([OH:8])=[C:5]1[OH:6]. Reported procedure: The relationship between the amount of ascorbic acid and the phenol yield was examined. Specifically, the pressure of the oxygen atmosphere was set at 4 atm (about 0.4 MPa), and the amount of ascorbic acid was changed within a range of 0 to 3 mmol. FIG. 1 shows the results. As apparent from FIG. 1, phenol was obtained at a high yield of 8% or more where the amount of ascorbic acid was at least 1 mmol. Reactants: S(=O)(=O)(OC)OC (dimethyl sulphate), solution, C[Si](N[Si](C)(C)C)(C)C.[Li] (lithium hexamethyldisilazane), C(C)(C)(C)OC(=O)NC1=NOC(=C1)C (3-tert-butoxycarbonylamino-5-methylisoxazole), resultant mixture. Solvent: C1CCOC1 (THF), C1CCOC1 (THF), C1CCOC1 (THF). Run at temperature -5 celsius, time 10 minute. Product: C(C)(C)(C)OC(=O)N(C)C1=NOC(=C1)C (3-(N-tert-butoxycarbonyl-N-methylamino)-5-methylisoxazole). RXN SMILES: C[Si](C)(C)N[Si](C)(C)C.[Li].[C:11]([O:15][C:16]([NH:18][C:19]1[CH:23]=[C:22]([CH3:24])[O:21][N:20]=1)=[O:17])([CH3:14])([CH3:13])[CH3:12].S(OC)(O[CH3:29])(=O)=O>C1COCC1>[C:11]([O:15][C:16]([N:18]([C:19]1[CH:23]=[C:22]([CH3:24])[O:21][N:20]=1)[CH3:29])=[O:17])([CH3:14])([CH3:13])[CH3:12] |f:0.1,^1:9|. Reported procedure: Under an atmosphere of argon, a 1M solution of lithium hexamethyldisilazane in THF (1.1 ml) was added dropwise to a stirred solution of 3-tert-butoxycarbonylamino-5-methylisoxazole (Tet. Lett., 1996, 37, 3339-3342; 0.2 g) in THF (9 ml) that had been cooled to −5° C. After 10 minutes, a solution of dimethyl sulphate (0.1 ml) in THF (1 ml) was added dropwise and the resultant mixture was stirred at −5° C. for 2 hours. The mixture was evaporated and the residue was partitioned between methylene chl...